Task: describe an organic reaction: reactants, conditions, products, and yield. Dataset: the Open Reaction Database (ORD), a public repository of structured organic reaction records Starting materials: NC(CNCCN)(C)C (N-(2-amino-2-methylpropyl)-1,2-ethanediamine), 84.4, CC(CC)=O (2-butanone), [H][H] (hydrogen). The reagents and catalysts are [Pt] (platinum on carbon). Run in CO (methanol). Product: CC(CC)NCCNCC(C)(C)N (N-(2-butyl)-N'-(2-amino-2-methylpropyl)-1,2-ethanediamine). The yield is 69.5%. Reaction SMILES: [NH2:1][C:2]([CH3:9])([CH3:8])[CH2:3][NH:4][CH2:5][CH2:6][NH2:7].[CH3:10][C:11](=O)[CH2:12][CH3:13].[H][H]>[Pt].CO>[CH3:10][CH:11]([NH:7][CH2:6][CH2:5][NH:4][CH2:3][C:2]([NH2:1])([CH3:9])[CH3:8])[CH2:12][CH3:13]. Procedure details: A mixture of 146 g (1.1 moles) of N-(2-amino-2-methylpropyl)-1,2-ethanediamine, 84.4 (1.17 moles) of 2-butanone, 300 ml methanol, and 3.0 g of 10% platinum on carbon were reacted in a 1 liter autoclave at 80° C. under 800 pounds per square inch (psi) hydrogen pressure. After two hours the reaction mixture was cooled, then filtered to remove the catalyst. The filtrate was stripped to give 205.3 g of water-white clear liquid which was fractionally distilled under reduced pressure. The desired prod...